This data is from the Open Reaction Database (ORD), a public repository of structured organic reaction records. The task is: describe an organic reaction: reactants, conditions, products, and yield Reactants: CCO, O=C[O-], ClCCl, O=[N+]([O-])c1csc(S(=O)(=O)N2CCN(c3ccc(C(O)(C(F)(F)F)C(F)(F)F)cc3)CC2)c1, [NH4+]. Product: Nc1csc(S(=O)(=O)N2CCN(c3ccc(C(O)(C(F)(F)F)C(F)(F)F)cc3)CC2)c1. RXN SMILES: [CH3:38][CH2:39][OH:40].[CH:34]([O-:35])=[O:36].[Cl:41][CH2:42][Cl:43].[N+:1]([O-:2])(=[O:3])[c:4]1[cH:5][c:6]([S:9](=[O:10])(=[O:11])[N:12]2[CH2:13][CH2:14][N:15]([c:18]3[cH:19][cH:20][c:21]([C:24]([C:25]([F:26])([F:27])[F:28])([C:29]([F:30])([F:31])[F:32])[OH:33])[cH:22][cH:23]3)[CH2:16][CH2:17]2)[s:7][cH:8]1.[NH4+:37]>>[NH2:1][c:4]1[cH:5][c:6]([S:9](=[O:10])(=[O:11])[N:12]2[CH2:13][CH2:14][N:15]([c:18]3[cH:19][cH:20][c:21]([C:24]([C:25]([F:26])([F:27])[F:28])([C:29]([F:30])([F:31])[F:32])[OH:33])[cH:22][cH:23]3)[CH2:16][CH2:17]2)[s:7][cH:8]1. Product: OC(CNC(=O)C1=C(NC(=C1C)\C=C\1/C(NC2=CC=C(C=C12)S(=O)(=O)CC1=C(C=CC=C1Cl)Cl)=O)C)CN1CCCC1 (5-[5-(2,6-Dichloro-phenylmethanesulfonyl)-2-oxo-1,2-dihydro-indol-(3Z)-ylidenemethyl]-2,4-dimethyl-1H-pyrrole-3-carboxylic acid (2-hydroxy-3-pyrrolidin-1-yl-propyl)-amide). Reaction SMILES: [Cl:1][C:2]1[CH:7]=[CH:6][CH:5]=[C:4]([Cl:8])[C:3]=1[CH2:9][S:10]([C:13]1[CH:14]=[C:15]2[C:19](=[CH:20][CH:21]=1)[NH:18][C:17](=[O:22])/[C:16]/2=[CH:23]\[C:24]1[NH:28][C:27]([CH3:29])=[C:26]([C:30]([OH:32])=O)[C:25]=1[CH3:33])(=[O:12])=[O:11].[NH2:34][CH2:35][CH:36]([OH:43])[CH2:37][N:38]1[CH2:42][CH2:41][CH2:40][CH2:39]1>>[OH:43][CH:36]([CH2:37][N:38]1[CH2:42][CH2:41][CH2:40][CH2:39]1)[CH2:35][NH:34][C:30]([C:26]1[C:25]([CH3:33])=[C:24](/[CH:23]=[C:16]2\[C:17](=[O:22])[NH:18][C:19]3[C:15]\2=[CH:14][C:13]([S:10]([CH2:9][C:3]2[C:2]([Cl:1])=[CH:7][CH:6]=[CH:5][C:4]=2[Cl:8])(=[O:11])=[O:12])=[CH:21][CH:20]=3)[NH:28][C:27]=1[CH3:29])=[O:32]. Reported procedure: 5-[5-(2,6-Dichloro-phenylmethanesulfonyl)-2-oxo-1,2-dihydro-indol-(3Z)-ylidenemethyl]-2,4-dimethyl-1H-pyrrole-3-carboxylic acid was coupled with 1-amino-3-pyrrolidin-1-yl-propan-2-ol to give the titled compound as a yellow solid. The reactants are ClC1=C(C(=CC=C1)Cl)CS(=O)(=O)C=1C=C2/C(/C(NC2=CC1)=O)=C/C1=C(C(=C(N1)C)C(=O)O)C (5-[5-(2,6-Dichloro-phenylmethanesulfonyl)-2-oxo-1,2-dihydro-indol-(3Z)-ylidenemethyl]-2,4-dimethyl-1H-pyrrole-3-carboxylic acid), NCC(CN1CCCC1)O (1-amino-3-pyrrolidin-1-yl-propan-2-ol). Reactants: COC(=O)C(C(=O)c1ccncc1)c1ccc(OC)cc1, CS(C)=O, [Cl-], [Na+], O. Yields the product COc1ccc(CC(=O)c2ccncc2)cc1. Reaction SMILES: [CH3:1][O:2][C:3]([CH:4]([C:5]([c:6]1[cH:7][cH:8][n:9][cH:10][cH:11]1)=[O:12])[c:13]1[cH:14][cH:15][c:16]([O:19][CH3:20])[cH:17][cH:18]1)=[O:21].[CH3:25][S:26](=[O:27])[CH3:28].[Cl-:23].[Na+:22].[OH2:24]>>[CH2:4]([C:5]([c:6]1[cH:7][cH:8][n:9][cH:10][cH:11]1)=[O:12])[c:13]1[cH:14][cH:15][c:16]([O:19][CH3:20])[cH:17][cH:18]1. Starting materials: ClC(=O)C1CCC(CC1)(C(=O)OC)C (methyl 4-(chlorocarbonyl)-1-methylcyclohexanecarboxylate), C[Zn]C (dimethylzinc). Reagents/catalysts: C(C)(=O)[O-].[Pd+2].C(C)(=O)[O-] (palladium (II) acetate). The solvent is O1CCOCC1 (1,4-dioxane), O (water). Conditions: temperature 38 celsius. The product is C(C)(=O)C1CCC(CC1)(C(=O)OC)C (methyl 4-acetyl-1-methylcyclohexanecarboxylate). Reaction SMILES: Cl[C:2]([CH:4]1[CH2:9][CH2:8][C:7]([CH3:14])([C:10]([O:12][CH3:13])=[O:11])[CH2:6][CH2:5]1)=[O:3].[CH3:15][Zn]C>O1CCOCC1.O.C([O-])(=O)C.[Pd+2].C([O-])(=O)C>[C:2]([CH:4]1[CH2:9][CH2:8][C:7]([CH3:14])([C:10]([O:12][CH3:13])=[O:11])[CH2:6][CH2:5]1)(=[O:3])[CH3:15] |f:4.5.6|. Reported procedure: To a deoxygenated solution of methyl 4-(chlorocarbonyl)-1-methylcyclohexanecarboxylate (7.282 g, 33.3 mmol) and palladium (II) acetate (374 mg, 1.665 mmol) in 1,4-dioxane (200 mL) was added dimethylzinc (2.0 M in toluene, 16.65 mL, 33.3 mmol). The black reaction mixture was heated under an inert atmosphere at 38° C. for 15 hours before being diluted with water (30 mL). The resulting suspension was filtered twice through CELITE. The filtrate was dried over magnesium sulfate and concentrated under... The reactants are Cl.N1(CCNCC1)C1=NSC2=C1C=CC=C2 (3-piperazin-1-yl-benzoisothiazole hydrochloride), S(=O)(=O)(OCCC1=C(C(=CC=C1)C)[N+](=O)[O-])C1=CC=C(C)C=C1 (3-methyl-2-nitrophenethyl tosylate). The product is CC=1C(=C(C=CC1)CCN1CCN(CC1)C1=NSC2=C1C=CC=C2)[N+](=O)[O-] (3-{4-[2-(3-Methyl-2-nitro-phenyl)-ethyl]-piperazin-1-yl}-1,2-benzisothiazole), brown oil. Isolated yield 11.0%. Reaction SMILES: Cl.[N:2]1([C:8]2[C:12]3[CH:13]=[CH:14][CH:15]=[CH:16][C:11]=3[S:10][N:9]=2)[CH2:7][CH2:6][NH:5][CH2:4][CH2:3]1.S(C1C=CC(C)=CC=1)(O[CH2:21][CH2:22][C:23]1[CH:28]=[CH:27][CH:26]=[C:25]([CH3:29])[C:24]=1[N+:30]([O-:32])=[O:31])(=O)=O>>[CH3:29][C:25]1[C:24]([N+:30]([O-:32])=[O:31])=[C:23]([CH2:22][CH2:21][N:5]2[CH2:6][CH2:7][N:2]([C:8]3[C:12]4[CH:13]=[CH:14][CH:15]=[CH:16][C:11]=4[S:10][N:9]=3)[CH2:3][CH2:4]2)[CH:28]=[CH:27][CH:26]=1 |f:0.1|. Reported procedure: 3-{4-[2-(3-Methyl-2-nitro-phenyl)-ethyl]-piperazin-1-yl}-1,2-benzisothiazole was prepared according to the general method as outlined in Preparation 2 starting with 3-piperazin-1-yl-benzoisothiazole hydrochloride (1.71 g, 6.7 mmol) and 3-methyl-2-nitrophenethyl tosylate (1.8 g, 5.37 mmol). The product was isolated via column chromatography to afford 290 mg of brown oil. Yield 11%; MS (APCI): 383 [M+H]+. Starting materials: C(CCS)S (propane-1,3-dithiol), COC(CC[Si](OC)(OC)OC)OC ((3,3-dimethoxypropyl)trimethoxysilane), C1(=CC=C(C=C1)S(=O)(=O)O)C (p-toluenesulfonic acid). Solvent: xylenes. Yields the product CO[Si](CCC1SCCCS1)(OC)OC (2-(2-Trimethoxysilylethyl)-1,3-Dithiane). Reaction SMILES: [CH2:1]([SH:5])[CH2:2][CH2:3][SH:4].CO[CH:8](OC)[CH2:9][CH2:10][Si:11]([O:16][CH3:17])([O:14][CH3:15])[O:12][CH3:13].C1(C)C=CC(S(O)(=O)=O)=CC=1>>[CH3:13][O:12][Si:11]([O:16][CH3:17])([O:14][CH3:15])[CH2:10][CH2:9][CH:8]1[S:5][CH2:1][CH2:2][CH2:3][S:4]1. Procedure: The procedure and apparatus of Example 1 were used with 22.4 g (0.207 m) of propane-1,3-dithiol, 46.4 g (0.207 m) of (3,3-dimethoxypropyl)trimethoxysilane, 0.14 g of p-toluenesulfonic acid, and 100 ml of xylenes solvent. Methanol was removed by distillation as the contents of the flask were heated at reflux (143°) for 2 hours. The crude product, excluding solvent, contained 75% of the title product and 7.4% of the monosubstituted product, (MeO)3Si(CH2)2CH(OMe)S(CH2)3SH, as determined by GC/MS. Reactants: FC(C(=O)O)(F)F.FC(C(=O)O)(F)F.FC(C(=O)O)(F)F.N1CC(C1)CC(=O)NC=1C=CC=2NC3=C(C=NC(NC=4C=NC=C(CCC1C2)C4)=N3)Cl (2-azetidin-3-yl-N-[6-chloro-2,4,8,18,22-pentaazatetracyclo[14.3.1.1(3,7).1(9,13)]docosa-1(20),3(22),4,6,9(21),10,12,16,18-nonaen-12-yl]acetamide tris(trifluoroacetate)), N1N=CC(=C1)C(=O)O (1H-pyrazole-4-carboxylic acid). The product is FC(C(=O)O)(F)F.FC(C(=O)O)(F)F.ClC=1C=NC=2NC=3C=NC=C(CCC4=C(C=CC(NC1N2)=C4)NC(CC4CN(C4)C(=O)C=4C=NNC4)=O)C3 (N-[6-Chloro-2,4,8,18,22-pentaazatetracyclo[14.3.1.1(3,7).1(9,13)]docosa-1(20),3(22),4,6,9(21),10,12,16,18-nonaen-12-yl]-2-[1-(1H-pyrazol-4-ylcarbonyl)azetidin-3-yl]acetamide bis(trifluoroacetate)). The yield is 49.0%. As a reaction SMILES: [F:1][C:2]([F:7])([F:6])[C:3]([OH:5])=[O:4].[F:8][C:9]([F:14])([F:13])[C:10]([OH:12])=[O:11].FC(F)(F)C(O)=O.[NH:22]1[CH2:25][CH:24]([CH2:26][C:27]([NH:29][C:30]2[CH:31]=[CH:32][C:33]3[NH:34][C:35]4[N:51]=[C:39]([NH:40][C:41]5[CH:42]=[N:43][CH:44]=[C:45]([CH:50]=5)[CH2:46][CH2:47][C:48]=2[CH:49]=3)[N:38]=[CH:37][C:36]=4[Cl:52])=[O:28])[CH2:23]1.[NH:53]1[CH:57]=[C:56]([C:58](O)=[O:59])[CH:55]=[N:54]1>>[F:1][C:2]([F:7])([F:6])[C:3]([OH:5])=[O:4].[F:8][C:9]([F:14])([F:13])[C:10]([OH:12])=[O:11].[Cl:52][C:36]1[CH:37]=[N:38][C:39]2[NH:40][C:41]3[CH:42]=[N:43][CH:44]=[C:45]([CH:50]=3)[CH2:46][CH2:47][C:48]3[CH:49]=[C:33]([NH:34][C:35]=1[N:51]=2)[CH:32]=[CH:31][C:30]=3[NH:29][C:27](=[O:28])[CH2:26][CH:24]1[CH2:23][N:22]([C:58]([C:56]2[CH:57]=[N:53][NH:54][CH:55]=2)=[O:59])[CH2:25]1 |f:0.1.2.3,5.6.7|. Reported procedure: The desired compound was prepared according to the procedure of Example D97, step A, using 2-azetidin-3-yl-N-[6-chloro-2,4,8,18,22-pentaazatetracyclo[14.3.1.1(3,7).1(9,13)]docosa-1(20),3(22),4,6,9(21),10,12,16,18-nonaen-12-yl]acetamide tris(trifluoroacetate) and 1H-pyrazole-4-carboxylic acid as the starting materials in 49% yield. LCMS for C26H25ClN9O2 (M+H)+: m/z=530.0. Starting materials: CCOC(=O)/C(=C/N(C)C)/C=O (ethyl 3-N,N-dimethylamino-2-formylacrylate), Cl.C(C1=CC=CC=C1)(=N)N (benzamidine hydrochloride), [Na] (sodium). The solvent is CCO (EtOH). The product is C1(=CC=CC=C1)C1=NC=C(C=N1)C(=O)OCC (ethyl 2-phenylpyrimidine-5-carboxylate). Isolated yield 76.2%. RXN SMILES: [CH3:1][CH2:2][O:3][C:4](/[C:6](/[CH:11]=O)=[CH:7]/N(C)C)=[O:5].Cl.[C:14]([NH2:22])(=[NH:21])[C:15]1[CH:20]=[CH:19][CH:18]=[CH:17][CH:16]=1.[Na]>CCO>[C:15]1([C:14]2[N:22]=[CH:11][C:6]([C:4]([O:3][CH2:2][CH3:1])=[O:5])=[CH:7][N:21]=2)[CH:20]=[CH:19][CH:18]=[CH:17][CH:16]=1 |f:1.2,^1:22|. Reported procedure: A solution of ethyl 3-N,N-dimethylamino-2-formylacrylate (4.0 g, 23 mmol) (Arnold, Coll. Czech. Chem. Commun. 26:3051, 1961), benzamidine hydrochloride (4.0 g, 26 mmol) and sodium (0.65 g, 28 mmol) in EtOH (40 mL) was heated at reflux for 1 h. The solution was filtered and concentrated and the residue partitioned between EtOAc and dilute HCl (10%). The organic layer was dried (Na2SO4), and concentrated to give ethyl 2-phenylpyrimidine-5-carboxylate (4.0 g, 75% yield); m.p. >220° C. (dec.). Reactants: C12CCC(CC1)N2C(C(C)(C)C=2C=C1C(=C(NC1=CC2)C2=CC(=CC(=C2)C)C)[C@@H](CN(S(=O)(=O)C2=C(C=C(C=C2)[N+](=O)[O-])[N+](=O)[O-])CCN2CCOCC2)C)=O ((S)-N-{2-[5-[2-(7-aza-bicyclo[2.2.1]hept-7-yl)-1,1-dimethyl-2-oxo-ethyl]-2-(3,5-dimethylphenyl)-1H-indol-3-yl]-propyl}-N-(2-morpholin-4-yl-ethyl)-2,4-dinitrobenzenesulfonamide), C(CC)N (n-propylamine). Yields the product [OH-].[NH4+] (ammonium hydroxide), C12CCC(CC1)N2C(C(C)(C)C=2C=C1C(=C(NC1=CC2)C2=CC(=CC(=C2)C)C)[C@@H](CNCCN2CCOCC2)C)=O ((S)-1-(7-aza-bicyclo[2.2.1]hept-7-yl)-2-{2-(3,5-dimethylphenyl)-3-[1-methyl-2-(2-morpholin-4-yl-ethylamino)-ethyl]-1H-indol-5-yl}-2-methyl-propan-1-one). The yield is 179.8%. As a reaction SMILES: [CH:1]12[N:7]([C:8](=[O:56])[C:9]([C:12]3[CH:13]=[C:14]4[C:18](=[CH:19][CH:20]=3)[NH:17][C:16]([C:21]3[CH:26]=[C:25]([CH3:27])[CH:24]=[C:23]([CH3:28])[CH:22]=3)=[C:15]4[C@H:29]([CH3:55])[CH2:30][N:31]([CH2:47][CH2:48][N:49]3[CH2:54][CH2:53][O:52][CH2:51][CH2:50]3)S(C3C=CC([N+]([O-])=O)=CC=3[N+]([O-])=O)(=O)=[O:33])([CH3:11])[CH3:10])[CH:4]([CH2:5][CH2:6]1)[CH2:3][CH2:2]2.C(N)CC>>[OH-:33].[NH4+:7].[CH:4]12[N:7]([C:8](=[O:56])[C:9]([C:12]3[CH:13]=[C:14]4[C:18](=[CH:19][CH:20]=3)[NH:17][C:16]([C:21]3[CH:22]=[C:23]([CH3:28])[CH:24]=[C:25]([CH3:27])[CH:26]=3)=[C:15]4[C@H:29]([CH3:55])[CH2:30][NH:31][CH2:47][CH2:48][N:49]3[CH2:50][CH2:51][O:52][CH2:53][CH2:54]3)([CH3:11])[CH3:10])[CH:1]([CH2:6][CH2:5]1)[CH2:2][CH2:3]2 |f:2.3|. Procedure details: To a solution of (S)-N-{2-[5-[2-(7-aza-bicyclo[2.2.1]hept-7-yl)-1,1-dimethyl-2-oxo-ethyl]-2-(3,5-dimethylphenyl)-1H-indol-3-yl]-propyl}-N-(2-morpholin-4-yl-ethyl)-2,4-dinitrobenzenesulfonamide (61.3 mg in 1.4 mL dry methylene chloride) was added 0.130 mL of n-propylamine and the mixture stirred at room temperature. After 60 minutes the reaction was quenched by the addition of water, extracted with ethyl acetate and the combined organics washed with saturated aqueous sodium bicarbonate. The organ... Starting materials: FC1=CC=C(C(C2=CC=C(C=C2)F)O)C=C1 (4,4′-difluorobenzhydrol), OS(=O)(=O)O (H2SO4), C(=O)O (formic acid), [C]=O (carbon monoxide). The solvent is O (H2O). Run at time 3.5 hour. The product is FC1=CC=C(C=C1)C(C(=O)O)C1=CC=C(C=C1)F (2,2-bis(4-fluorophenyl)acetic acid). Isolated yield 103.8%. Reaction SMILES: [F:1][C:2]1[CH:16]=[CH:15][C:5]([CH:6](O)[C:7]2[CH:12]=[CH:11][C:10]([F:13])=[CH:9][CH:8]=2)=[CH:4][CH:3]=1.OS(O)(=O)=O.[CH:22]([OH:24])=[O:23].[C]=O>O>[F:1][C:2]1[CH:16]=[CH:15][C:5]([CH:6]([C:7]2[CH:12]=[CH:11][C:10]([F:13])=[CH:9][CH:8]=2)[C:22]([OH:24])=[O:23])=[CH:4][CH:3]=1 |^3:24|. Procedure details: To 4,4′-difluorobenzhydrol (10.0 g, 45.4 mmol, 1 equiv) in H2SO4 (37 M; 200 mL, 7.4 mol, 160 equiv) in an ice bath was added formic acid (20 mL, 24 g, 0.53 mol, 12 equiv) with no stirring. After a few seconds, carbon monoxide evolution was observed. The reaction was allowed to stand without stirring for 3.5 h. The reaction mixture was carefully poured into H2O (1000 mL) (highly exothermic). The aqueous mixture was extracted with EtOAc (1×250 mL). The organic layer was dried (anh. Na2SO4) and rot...